This data is from the Open Reaction Database (ORD), a public repository of structured organic reaction records. The task is: describe an organic reaction: reactants, conditions, products, and yield Starting materials: aqueous solution, [OH-].[Na+] (sodium hydroxide), C(C)OC(CN(C)CC1=C(C2=C(C=C1)OCO2)OC)OCC (N-(2-methoxy-3,4-methylenedioxybenzyl)-N-methylaminoacetaldehyde diethylacetal). Run in S(O)(O)(=O)=O (sulfuric acid). Run at temperature 5 celsius. Product: OC1CN(CC2=C(C3=C(C=C12)OCO3)OC)C (4-hydroxy- 8-methoxy-2-methyl-6,7-methylenedioxy-1,2,3,4-tetrahydroisoquinoline). Yield: 80.3%. As a reaction SMILES: C([O:3][CH:4](OCC)[CH2:5][N:6]([CH2:8][C:9]1[CH:14]=[CH:13][C:12]2[O:15][CH2:16][O:17][C:11]=2[C:10]=1[O:18][CH3:19])[CH3:7])C.[OH-].[Na+]>S(=O)(=O)(O)O>[OH:3][CH:4]1[C:14]2[C:9](=[C:10]([O:18][CH3:19])[C:11]3[O:17][CH2:16][O:15][C:12]=3[CH:13]=2)[CH2:8][N:6]([CH3:7])[CH2:5]1 |f:1.2|. Reported procedure: 62.29 g (0.2 mol) of N-(2-methoxy-3,4-methylenedioxybenzyl)-N-methylaminoacetaldehyde diethylacetal (3) was dissolved in 400 ml of 6N sulfuric acid and the solution was stirred under heating at 76°-78° C. for 1.5 hour. The solution was cooled and added with 25% aqueous solution of sodium hydroxide at a temperature below 30° C. to make the pH of the solution about 11. Then the solution was extracted with 200 ml and then with 100 ml of methylene chloride successively. The extracts were joined, was... The reactants are CC(=O)O[BH-](OC(C)=O)OC(C)=O, O=C([O-])O, CCOC(=O)C=Cc1cc(=O)n(CC=O)c2cc(OC)ccc12, CCOC(C)=O, CC(=O)O, ClCCl, [Na+], [Na+], CC(C)(C)OC(=O)N(Cc1ccc2c(c1)OCCO2)C1CCNCC1, O. Yields the product CCOC(=O)C=Cc1cc(=O)n(CCN2CCC(N(Cc3ccc4c(c3)OCCO4)C(=O)OC(C)(C)C)CC2)c2cc(OC)ccc12. Reaction SMILES: [C:49]([O:50][BH-:51]([O:52][C:53](=[O:54])[CH3:55])[O:56][C:57](=[O:58])[CH3:59])(=[O:60])[CH3:61].[C:63](=[O:64])([O-:65])[OH:66].[CH3:1][O:2][c:3]1[cH:4][cH:5][c:6]2[c:7]([CH:17]=[CH:18][C:19](=[O:20])[O:21][CH2:22][CH3:23])[cH:8][c:9](=[O:16])[n:10]([CH2:13][CH:14]=[O:15])[c:11]2[cH:12]1.[CH3:68][CH2:69][O:70][C:71](=[O:72])[CH3:73].[CH3:75][C:76](=[O:77])[OH:78].[Cl:79][CH2:80][Cl:81].[Na+:62].[Na+:67].[O:24]1[CH2:25][CH2:26][O:27][c:28]2[c:29]1[cH:30][cH:31][c:32]([CH2:34][N:35]([C:36]([O:37][C:38]([CH3:39])([CH3:40])[CH3:41])=[O:42])[CH:43]1[CH2:44][CH2:45][NH:46][CH2:47][CH2:48]1)[cH:33]2.[OH2:74]>>[CH3:1][O:2][c:3]1[cH:4][cH:5][c:6]2[c:7]([CH:17]=[CH:18][C:19](=[O:20])[O:21][CH2:22][CH3:23])[cH:8][c:9](=[O:16])[n:10]([CH2:13][CH2:14][N:46]3[CH2:45][CH2:44][CH:43]([N:35]([CH2:34][c:32]4[cH:31][cH:30][c:29]5[c:28]([cH:33]4)[O:27][CH2:26][CH2:25][O:24]5)[C:36]([O:37][C:38]([CH3:39])([CH3:40])[CH3:41])=[O:42])[CH2:48][CH2:47]3)[c:11]2[cH:12]1. The reactants are OC1=C(C=CC(=C1)C)C(C)=O (1-(2-hydroxy-4-methyl-phenyl)-ethanone). Reagents/catalysts: [Pd] (Pd/C). Run in CO (MeOH). Reaction conditions: time 24 hour. Product: C(C)C1=C(C=C(C=C1)C)O (2-Ethyl-5-methyl-phenol). As a reaction SMILES: [OH:1][C:2]1[CH:7]=[C:6]([CH3:8])[CH:5]=[CH:4][C:3]=1[C:9](=O)[CH3:10]>CO.[Pd]>[CH2:9]([C:3]1[CH:4]=[CH:5][C:6]([CH3:8])=[CH:7][C:2]=1[OH:1])[CH3:10]. Procedure details: A mixture of 1-(2-hydroxy-4-methyl-phenyl)-ethanone (5 g, 33.3 mmol) and 10 wt % Pd/C (2 g, Degussa type) in MeOH (50 mL) was stirred under a balloon of H2 for 24 hours. The reaction mixture was filtered through a pad of celite washing with EtOAc. The filtrate was concentrated to a clear oil (4.5 g, 99%). 1H NMR (400 MHz, CDCl3): δ 1.23 (t, J=7.6 Hz, 3 H), 2.27 (s, 3 H), 2.59 (q, J=7.6 Hz, 2 H), 4.68 (s, 1 H), 6.59 (s, 1 H), 6.71 (d, J=7.7 Hz, 1 H), 7.01 (d, J=7.7 Hz, 1 H). The reactants are [Al+3], CC(C)(C)OC(=O)NC1C2CC3CC1CC(O)(C3)C2, C1CCOC1, [H-], [H-], [H-], [H-], [Li+]. Product: CNC1C2CC3CC1CC(O)(C3)C2. RXN SMILES: [Al+3:2].[C:7]([O:8][C:12](=[O:9])[NH:13][CH:14]1[CH:15]2[CH2:16][CH:17]3[CH2:18][C:19]([OH:24])([CH2:20][CH:21]1[CH2:22]3)[CH2:23]2)([CH3:10])([CH3:11])[CH3:25].[CH2:26]1[O:27][CH2:28][CH2:29][CH2:30]1.[H-:1].[H-:4].[H-:5].[H-:6].[Li+:3]>>[CH3:12][NH:13][CH:14]1[CH:15]2[CH2:16][CH:17]3[CH2:18][C:19]([OH:24])([CH2:20][CH:21]1[CH2:22]3)[CH2:23]2. Starting materials: C(C)(C)(C)OC(N[C@@H](COCC1=CC=CC=C1)C1=NC2=C(N1C1=NC=CC=C1)C=C(C=C2)F)=O ([(R)-2-benzyloxy-1-(6-fluoro-1-pyridin-2-yl-1H-benzoimidazol-2-yl)ethyl]carbamic acid tert-butyl ester), C(=O)(C(F)(F)F)O (TFA). Solvent: C(Cl)Cl (DCM). Conditions: time 2 hour. Product: C(C1=CC=CC=C1)OC[C@@H](C1=NC2=C(N1C1=NC=CC=C1)C=C(C=C2)F)N ((R)-2-Benzyloxy-1-(6-fluoro-1-pyridin-2-yl-1H-benzoimidazol-2-yl)ethylamine). Reaction SMILES: C(OC(=O)[NH:7][C@H:8]([C:18]1[N:22]([C:23]2[CH:28]=[CH:27][CH:26]=[CH:25][N:24]=2)[C:21]2[CH:29]=[C:30]([F:33])[CH:31]=[CH:32][C:20]=2[N:19]=1)[CH2:9][O:10][CH2:11][C:12]1[CH:17]=[CH:16][CH:15]=[CH:14][CH:13]=1)(C)(C)C.C(O)(C(F)(F)F)=O>C(Cl)Cl>[CH2:11]([O:10][CH2:9][C@H:8]([NH2:7])[C:18]1[N:22]([C:23]2[CH:28]=[CH:27][CH:26]=[CH:25][N:24]=2)[C:21]2[CH:29]=[C:30]([F:33])[CH:31]=[CH:32][C:20]=2[N:19]=1)[C:12]1[CH:13]=[CH:14][CH:15]=[CH:16][CH:17]=1. Procedure: To a solution of [(R)-2-benzyloxy-1-(6-fluoro-1-pyridin-2-yl-1H-benzoimidazol-2-yl)ethyl]carbamic acid tert-butyl ester (420 mg, 0.91 mmol) in DCM (6 mL) was added TFA (3 mL) and the mixture stirred at RT for 2 h. The volatiles were removed in vacuo and the resulting residue loaded onto an Isolute® SCX-2 cartridge. The cartridge was washed with MeOH followed by 2M NH3/MeOH. The basic fractions were combined and concentrated in vacuo. The crude material was used in the following step without furt...